From a dataset of the Open Reaction Database (ORD), a public repository of structured organic reaction records. describe an organic reaction: reactants, conditions, products, and yield Reactants: BrC=1C=C2C(=C(C=NC2=CC1)C(=O)C1CC1)Cl ((6-bromo-4-chloroquinolin-3-yl)(cyclopropyl)methanone), C(C)N(C1CCC(CC1)N)CC (N1,N1-diethylcyclohexane-1,4-diamine). Product: BrC=1C=C2C(=C(C=NC2=CC1)C(=O)C1CC1)NC1CCC(CC1)N(CC)CC ({6-Bromo-4-[4-(diethylamino)cyclohexylamino]quinolin-3-yl}(cyclopropyl)methanone). The yield is 77.5%. RXN SMILES: [Br:1][C:2]1[CH:3]=[C:4]2[C:9](=[CH:10][CH:11]=1)[N:8]=[CH:7][C:6]([C:12]([CH:14]1[CH2:16][CH2:15]1)=[O:13])=[C:5]2Cl.[CH2:18]([N:20]([CH2:28][CH3:29])[CH:21]1[CH2:26][CH2:25][CH:24]([NH2:27])[CH2:23][CH2:22]1)[CH3:19]>>[Br:1][C:2]1[CH:3]=[C:4]2[C:9](=[CH:10][CH:11]=1)[N:8]=[CH:7][C:6]([C:12]([CH:14]1[CH2:16][CH2:15]1)=[O:13])=[C:5]2[NH:27][CH:24]1[CH2:23][CH2:22][CH:21]([N:20]([CH2:28][CH3:29])[CH2:18][CH3:19])[CH2:26][CH2:25]1. Procedure details: Following general procedure B, (6-bromo-4-chloroquinolin-3-yl)(cyclopropyl)methanone (1.01 g, 3.25 mmol) was reacted with N1,N1-diethylcyclohexane-1,4-diamine (660 mg, 3.90 mmol) to afford the desired product (1.12 g, 78%) as a yellow wax: ESI MS m/z 523 [C23H30BrN3O+H]+. The solvent is C1(=CC=CC=C1)C (toluene), O1CCCC1 (THF), C1(=CC=CC=C1)C (toluene), O1CCCC1 (THF). RXN SMILES: [Br:1][C:2]1[CH:9]=[CH:8][CH:7]=[CH:6][C:3]=1[CH2:4]Br.P(OCC)(OCC)OCC.CC([O-])(C)C.[K+].C(OP([CH2:34][C:35]1[CH:40]=[CH:39][CH:38]=[CH:37][C:36]=1Br)(=O)OCC)C.[Cl:42]OC1C(=CC=CC=1)C=O.[C:52]([O:55]C(=O)C)(=[O:54])[CH3:53].Cl>O1CCCC1.C1(C)C=CC=CC=1>[C:52]([O:55][C:36]1[CH:37]=[CH:38][C:39]([Cl:42])=[CH:40][C:35]=1/[CH:34]=[CH:4]/[C:3]1[CH:6]=[CH:7][CH:8]=[CH:9][C:2]=1[Br:1])(=[O:54])[CH3:53] |f:2.3|. Reported procedure: 2-Bromobenzyl bromide (25 g, 0.100 mol) and toluene (25 ml) were heated to 100° C. Next triethyl phosphite (19.3 ml, 0.108 mol) was added over 30 minutes, while the temperature was kept below 116° C. The mixture was stirred for 4 hours at 115° C., while the toluene was distilled. The mixture was cooled to room temperature and diluted with tetrahydrofuran (THF; 16.5 ml). KOtBu (30.5 grams, 0.250 mol) was dissolved in THF (176 ml) and cooled to −10° C. The (2-bromobenzyl)-phosphonic acid diethyl e... The reactants are ClOC=1C(C=O)=CC=CC1 (chlorosalicylaldehyde), C(C)OP(OCC)(=O)CC1=C(C=CC=C1)Br ((2-bromobenzyl)-phosphonic acid diethyl ester), BrC1=C(CBr)C=CC=C1 (2-Bromobenzyl bromide), CC(C)(C)[O-].[K+] (KOtBu), P(OCC)(OCC)OCC (triethyl phosphite), Cl (HCl), C(C)(=O)OC(C)=O (acetic anhydride). Reaction conditions: time 1 hour. The product is C(C)(=O)OC1=C(C=C(C=C1)Cl)\C=C\C1=C(C=CC=C1)Br ((E)-2-(2-bromostyryl)-4-chlorophenyl acetate). The reactants are FC(F)(F)c1ccc(CBr)cc1, NC(=O)C1CCCC1NS(=O)(=O)c1ccc(Cl)cc1. The product is NC(=O)C1CCCC1N(Cc1ccc(C(F)(F)F)cc1)S(=O)(=O)c1ccc(Cl)cc1. RXN SMILES: [Br:20][CH2:21][c:22]1[cH:23][cH:24][c:25]([C:28]([F:29])([F:30])[F:31])[cH:26][cH:27]1.[Cl:1][c:2]1[cH:3][cH:4][c:5]([S:8](=[O:9])(=[O:10])[NH:11][CH:12]2[CH:13]([C:17](=[O:18])[NH2:19])[CH2:14][CH2:15][CH2:16]2)[cH:6][cH:7]1>>[Cl:1][c:2]1[cH:3][cH:4][c:5]([S:8](=[O:9])(=[O:10])[N:11]([CH:12]2[CH:13]([C:17](=[O:18])[NH2:19])[CH2:14][CH2:15][CH2:16]2)[CH2:21][c:22]2[cH:23][cH:24][c:25]([C:28]([F:29])([F:30])[F:31])[cH:26][cH:27]2)[cH:6][cH:7]1. Starting materials: CC(=O)O, ClI, Cc1ccc(N)c([N+](=O)[O-])c1, O. Product: Cc1cc(I)c(N)c([N+](=O)[O-])c1. RXN SMILES: [CH3:15][C:16](=[O:17])[OH:18].[I:12][Cl:13].[NH2:1][c:2]1[c:3]([N+:9](=[O:10])[O-:11])[cH:4][c:5]([CH3:8])[cH:6][cH:7]1.[OH2:14]>>[NH2:1][c:2]1[c:3]([N+:9](=[O:10])[O-:11])[cH:4][c:5]([CH3:8])[cH:6][c:7]1[I:12]. Starting materials: C(C)(=O)Cl (Acetyl chloride), NC(CN[C@H]1[C@@H](CC2=CC=CC=C12)NC(=O)C1=CC2=C(N1)C(=C(S2)Cl)Cl)=O (N-{(1R,2R)-1-[(2-Amino-2-oxoethyl)amino]-2,3-dihydro-1H-inden-2-yl}-2,3-dichloro-4H-thieno[3,2-b]pyrrole-5-carboxamide). Solvent: C1CCOC1 (THF). Reaction conditions: time 1 hour. The product is C(C)(=O)N([C@H]1[C@@H](CC2=CC=CC=C12)NC(=O)C1=CC2=C(N1)C(=C(S2)Cl)Cl)CC(=O)N (N-{(1R,2R)-1-[Acetyl(2-amino-2-oxoethyl)amino]-2,3-dihydro-1H-inden-2-yl}-2,3-dichloro-4H-thieno[3,2-b]pyrrole-5-carboxamide). Isolated yield 44.8%. As a reaction SMILES: [C:1](Cl)(=[O:3])[CH3:2].[NH2:5][C:6](=[O:31])[CH2:7][NH:8][C@@H:9]1[C:17]2[C:12](=[CH:13][CH:14]=[CH:15][CH:16]=2)[CH2:11][C@H:10]1[NH:18][C:19]([C:21]1[NH:25][C:24]2[C:26]([Cl:30])=[C:27]([Cl:29])[S:28][C:23]=2[CH:22]=1)=[O:20]>C1COCC1>[C:1]([N:8]([CH2:7][C:6]([NH2:5])=[O:31])[C@@H:9]1[C:17]2[C:12](=[CH:13][CH:14]=[CH:15][CH:16]=2)[CH2:11][C@H:10]1[NH:18][C:19]([C:21]1[NH:25][C:24]2[C:26]([Cl:30])=[C:27]([Cl:29])[S:28][C:23]=2[CH:22]=1)=[O:20])(=[O:3])[CH3:2]. Procedure: Acetyl chloride (17 μL, 0.24 mmol) was added to a solution of N-{(1R,2R)-1-[(2-amino-2-oxoethyl)amino]-2,3-dihydro-1H-inden-2-yl}-2,3-dichloro-4H-thieno[3,2-b]pyrrole-5-carboxamide (Example 28, 100 mg, 0.24 mmol) in THF (10 mL). The reaction was stirred at ambient temperature for 1 h. The volatiles were removed by evaporation under reduced pressure, the residue dissolved in EtOAc (50 mL), washed with water (2×10 mL), brine (10 mL) and dried (MgSO4). The volatiles were removed by evaporation unde...